From a dataset of the Open Reaction Database (ORD), a public repository of structured organic reaction records. describe an organic reaction: reactants, conditions, products, and yield The reactants are Cl.O1CCOCC1 (hydrochloric acid 1,4-dioxane), C(#N)C1=NC=C(C(=O)O)C=C1 (6-Cyanonicotinic acid), N1CCCC1 (Pyrrolidine), N1CCCC1 (Pyrrolidine). Solvent: C(C)O (ethanol). Conditions: time 3 day. Product: Cl.Cl.N=C(C1=NC=C(C(=O)O)C=C1)N1CCCC1 (6-[imino(pyrrolidin-1-yl)methyl]nicotinic acid dihydrochloride). As a reaction SMILES: [C:1]([C:3]1[CH:11]=[CH:10][C:6]([C:7]([OH:9])=[O:8])=[CH:5][N:4]=1)#[N:2].[NH:12]1[CH2:16][CH2:15][CH2:14][CH2:13]1.[ClH:17].O1CCOCC1>C(O)C>[ClH:17].[ClH:17].[NH:2]=[C:1]([N:12]1[CH2:16][CH2:15][CH2:14][CH2:13]1)[C:3]1[CH:11]=[CH:10][C:6]([C:7]([OH:9])=[O:8])=[CH:5][N:4]=1 |f:2.3,5.6.7|. Procedure details: 6-Cyanonicotinic acid (4.15 g, 28.0 mmol) was dissolved in anhydrous ethanol (3.2 ml) and 4N hydrochloric acid/1,4-dioxane (30 ml), and the mixture was stirred in a closed system at room temperature for two nights. The solvent was evaporated under reduced pressure, and the obtained residue was suspended in anhydrous ethanol (90 ml). Pyrrolidine (2.34 ml, 28.0 mmol) was added thereto, and the mixture was stirred at room temperature for 3 days. Pyrrolidine (3.51 ml, 42.0 mmol) was added again, and... The reactants are C1CCOC1, COC(=O)c1cc(Br)c2c(c1Cl)OC(c1ccccc1)(c1ccccc1)O2, CO, [Li+], [OH-], O, O. Product: O=C(O)c1cc(Br)c2c(c1Cl)OC(c1ccccc1)(c1ccccc1)O2. Reaction SMILES: [CH2:33]1[O:34][CH2:35][CH2:36][CH2:37]1.[CH3:1][O:2][C:3](=[O:4])[c:5]1[c:6]([Cl:27])[c:7]2[c:8]([c:24]([Br:26])[cH:25]1)[O:9][C:10]([c:12]1[cH:13][cH:14][cH:15][cH:16][cH:17]1)([c:18]1[cH:19][cH:20][cH:21][cH:22][cH:23]1)[O:11]2.[CH3:31][OH:32].[Li+:30].[OH-:29].[OH2:28].[OH2:38]>>[O:2]=[C:3]([OH:4])[c:5]1[c:6]([Cl:27])[c:7]2[c:8]([c:24]([Br:26])[cH:25]1)[O:9][C:10]([c:12]1[cH:13][cH:14][cH:15][cH:16][cH:17]1)([c:18]1[cH:19][cH:20][cH:21][cH:22][cH:23]1)[O:11]2. Product: Cc1cc(N2CCC(C)(Nc3nc4c(-c5ccc(F)c(F)c5)cccn4n3)CC2)ncn1. As a reaction SMILES: [Br-:34].[CH2:37]1[O:38][CH2:39][CH2:40][CH2:41]1.[CH3:35][Mg+:36].[F:1][c:2]1[cH:3][c:4](-[c:9]2[c:10]3[n:11]([cH:12][cH:13][cH:14]2)[n:15][c:16]([NH:18][C:19]2([C:32]#[N:33])[CH2:20][CH2:21][N:22]([c:25]4[n:26][cH:27][n:28][c:29]([CH3:31])[cH:30]4)[CH2:23][CH2:24]2)[n:17]3)[cH:5][cH:6][c:7]1[F:8]>>[F:1][c:2]1[cH:3][c:4](-[c:9]2[c:10]3[n:11]([cH:12][cH:13][cH:14]2)[n:15][c:16]([NH:18][C:19]2([CH3:32])[CH2:20][CH2:21][N:22]([c:25]4[n:26][cH:27][n:28][c:29]([CH3:31])[cH:30]4)[CH2:23][CH2:24]2)[n:17]3)[cH:5][cH:6][c:7]1[F:8]. Reactants: [Br-], C1CCOC1, C[Mg+], Cc1cc(N2CCC(C#N)(Nc3nc4c(-c5ccc(F)c(F)c5)cccn4n3)CC2)ncn1. Starting materials: C1CCNC1, CC(C)(C)[O-], Cc1ccccc1, ClC(Cl)Cl, Cc1onc(-c2ccccc2)c1COc1ccc(Cl)nn1, [Na+], O=C(C=Cc1ccccc1)C=Cc1ccccc1, O=C(C=Cc1ccccc1)C=Cc1ccccc1, O=C(C=Cc1ccccc1)C=Cc1ccccc1, [Pd], [Pd]. The product is Cc1onc(-c2ccccc2)c1COc1ccc(N2CCCC2)nn1. As a reaction SMILES: [CH2:22]1[CH2:23][CH2:24][NH:25][CH2:26]1.[CH3:27][C:28]([CH3:29])([O-:30])[CH3:31].[CH3:33][c:34]1[cH:35][cH:36][cH:37][cH:38][cH:39]1.[CH:96]([Cl:97])([Cl:98])[Cl:99].[Cl:1][c:2]1[n:3][n:4][c:5]([O:8][CH2:9][c:10]2[c:11](-[c:16]3[cH:17][cH:18][cH:19][cH:20][cH:21]3)[n:12][o:13][c:14]2[CH3:15])[cH:6][cH:7]1.[Na+:32].[O:42]=[C:43]([CH:44]=[CH:45][c:46]1[cH:47][cH:48][cH:49][cH:50][cH:51]1)[CH:52]=[CH:53][c:54]1[cH:55][cH:56][cH:57][cH:58][cH:59]1.[O:60]=[C:61]([CH:62]=[CH:63][c:64]1[cH:65][cH:66][cH:67][cH:68][cH:69]1)[CH:70]=[CH:71][c:72]1[cH:73][cH:74][cH:75][cH:76][cH:77]1.[O:78]=[C:79]([CH:80]=[CH:81][c:82]1[cH:83][cH:84][cH:85][cH:86][cH:87]1)[CH:88]=[CH:89][c:90]1[cH:91][cH:92][cH:93][cH:94][cH:95]1.[Pd:40].[Pd:41]>>[c:2]1([N:25]2[CH2:24][CH2:23][CH2:22][CH2:26]2)[n:3][n:4][c:5]([O:8][CH2:9][c:10]2[c:11](-[c:16]3[cH:17][cH:18][cH:19][cH:20][cH:21]3)[n:12][o:13][c:14]2[CH3:15])[cH:6][cH:7]1.